Dataset: the Open Reaction Database (ORD), a public repository of structured organic reaction records. Task: describe an organic reaction: reactants, conditions, products, and yield The reactants are C(C1=CC=CC=C1)OC=1C=C(C=O)C=C(C1)C (3-(benzyloxy)-5-methylbenzaldehyde), [Cl-].O[NH3+] (hydroxyl ammonium chloride), C([O-])(O)=O.[Na+] (sodium bicarbonate), C(C)O (ethanol). The solvent is [Cl-].[Na+].O (brine), O (water). Reaction conditions: time 8 hour. Product: C(C1=CC=CC=C1)OC=1C=C(C=C(C1)C)\C=N\O ((E)-1-(3-(Benzyloxy)-5-methylphenyl)-N-hydroxymethanimine). Isolated yield 79.5%. Reaction SMILES: [CH2:1]([O:8][C:9]1[CH:10]=[C:11]([CH:14]=[C:15]([CH3:17])[CH:16]=1)[CH:12]=O)[C:2]1[CH:7]=[CH:6][CH:5]=[CH:4][CH:3]=1.[Cl-].[OH:19][NH3+:20].C(=O)(O)[O-].[Na+].C(O)C>[Cl-].[Na+].O.O>[CH2:1]([O:8][C:9]1[CH:10]=[C:11](/[CH:12]=[N:20]/[OH:19])[CH:14]=[C:15]([CH3:17])[CH:16]=1)[C:2]1[CH:7]=[CH:6][CH:5]=[CH:4][CH:3]=1 |f:1.2,3.4,6.7.8|. Procedure: A mixture of 3-(benzyloxy)-5-methylbenzaldehyde (948 mg), hydroxyl ammonium chloride (320 mg), sodium bicarbonate (837 mg), and ethanol (10 mL) was stirred overnight at room temperature. To the reaction mixture, water and brine were added, followed by extraction with ethyl acetate. The extract was washed with brine and dried over anhydrous magnesium sulfate, and then, the solvent was distilled off under reduced pressure. The residue was purified by silica gel column chromatography (ethyl acetate... Starting materials: Cl (hydrochloric acid), C(C)(C)OC(=O)C=1N=C(N2C1CN(CC2)C(C[C@@H](CC2=C(C=C(C(=C2)F)F)F)NC(=O)OC(C)(C)C)=O)C(F)(F)F ((R)-7-[3-tert-butoxycarbonylamino-4-(2,4,5-trifluoro-phenyl)-butyryl]-3-trifluoromethyl-5,6,7,8-tetrahydro-imidazo[1,5-a]pyrazine-1-carboxylic acid isopropyl ester). Run in C(C)(=O)OCC (ethyl acetate), C(C)(=O)OCC (ethyl acetate). Run at time 2 hour. The product is Cl.C(C)(C)OC(=O)C=1N=C(N2C1CN(CC2)C(C[C@@H](CC2=C(C=C(C(=C2)F)F)F)N)=O)C(F)(F)F ((R)-7-[3-amino-4-(2,4,5-trifluoro-phenyl)-butyryl]-3-trifluoromethyl-5,6,7,8-tetrahydro-imidazo[1,5-a]pyrazine-1-carboxylic acid isopropyl ester hydrochloride). The yield is 97.8%. RXN SMILES: [CH:1]([O:4][C:5]([C:7]1[N:8]=[C:9]([C:38]([F:41])([F:40])[F:39])[N:10]2[CH2:15][CH2:14][N:13]([C:16](=[O:37])[CH2:17][C@H:18]([NH:29]C(OC(C)(C)C)=O)[CH2:19][C:20]3[CH:25]=[C:24]([F:26])[C:23]([F:27])=[CH:22][C:21]=3[F:28])[CH2:12][C:11]=12)=[O:6])([CH3:3])[CH3:2].[ClH:42]>C(OCC)(=O)C>[ClH:42].[CH:1]([O:4][C:5]([C:7]1[N:8]=[C:9]([C:38]([F:40])([F:39])[F:41])[N:10]2[CH2:15][CH2:14][N:13]([C:16](=[O:37])[CH2:17][C@H:18]([NH2:29])[CH2:19][C:20]3[CH:25]=[C:24]([F:26])[C:23]([F:27])=[CH:22][C:21]=3[F:28])[CH2:12][C:11]=12)=[O:6])([CH3:3])[CH3:2] |f:3.4|. Reported procedure: (R)-7-[3-tert-Butoxycarbonylamino-4-(2,4,5-trifluoro-phenyl)-butyryl]-3-trifluoromethyl-5,6,7,8-tetrahydro-imidazo[1,5-a]pyrazine-1-carboxylic acid isopropyl ester 35a (0.17 g, 0.29 mmol) and 10 mL of ethyl acetate were added into the reaction flask. A solution of 5.5 N hydrochloric acid in 5 mL of ethyl acetate was then added to the reaction flask in an ice-water bath. Upon completion of the addition, the ice-water bath was removed. The reaction mixture was stirred at room temperature for 2 hou... The reactants are COC(=O)c1ccc(CCCC2C(Cl)CC(OC3CCCCO3)C2C=CC(O)CCCC(C)O[Si](C)(C)C(C)(C)C)s1, CCCC[N+](CCCC)(CCCC)CCCC, C1CCOC1, C1CCOC1, [F-]. The product is COC(=O)c1ccc(CCCC2C(Cl)CC(OC3CCCCO3)C2C=CC(O)CCCC(C)O)s1. RXN SMILES: [C:1]([Si:2]([CH3:3])([CH3:4])[O:6][CH:7]([CH2:8][CH2:9][CH2:10][CH:11]([CH:12]=[CH:13][CH:14]1[CH:15]([CH2:27][CH2:28][CH2:29][c:30]2[cH:31][cH:32][c:33]([C:35](=[O:36])[O:37][CH3:38])[s:34]2)[CH:16]([Cl:26])[CH2:17][CH:18]1[O:19][CH:20]1[O:21][CH2:22][CH2:23][CH2:24][CH2:25]1)[OH:39])[CH3:40])([CH3:5])([CH3:41])[CH3:42].[CH2:44]([N+:45]([CH2:46][CH2:47][CH2:48][CH3:49])([CH2:50][CH2:51][CH2:52][CH3:53])[CH2:54][CH2:55][CH2:56][CH3:57])[CH2:58][CH2:59][CH3:60].[CH2:61]1[O:62][CH2:63][CH2:64][CH2:65]1.[CH2:66]1[O:67][CH2:68][CH2:69][CH2:70]1.[F-:43]>>[OH:6][CH:7]([CH2:8][CH2:9][CH2:10][CH:11]([CH:12]=[CH:13][CH:14]1[CH:15]([CH2:27][CH2:28][CH2:29][c:30]2[cH:31][cH:32][c:33]([C:35](=[O:36])[O:37][CH3:38])[s:34]2)[CH:16]([Cl:26])[CH2:17][CH:18]1[O:19][CH:20]1[O:21][CH2:22][CH2:23][CH2:24][CH2:25]1)[OH:39])[CH3:40]. The reactants are ClC(c1ccccc1)(c1ccccc1)c1ccccc1, CCCCCC, [H-], [Na+], CN(C)C=O, O, c1nc[nH]n1. Yields the product c1ccc(C(c2ccccc2)(c2ccccc2)n2cncn2)cc1. Reaction SMILES: [C:8]([c:9]1[cH:10][cH:11][cH:12][cH:13][cH:14]1)([c:15]1[cH:16][cH:17][cH:18][cH:19][cH:20]1)([c:21]1[cH:22][cH:23][cH:24][cH:25][cH:26]1)[Cl:27].[CH3:29][CH2:30][CH2:31][CH2:32][CH2:33][CH3:34].[H-:1].[Na+:2].[O:35]=[CH:36][N:37]([CH3:38])[CH3:39].[OH2:28].[nH:3]1[n:4][cH:5][n:6][cH:7]1>>[n:3]1([C:8]([c:9]2[cH:10][cH:11][cH:12][cH:13][cH:14]2)([c:15]2[cH:16][cH:17][cH:18][cH:19][cH:20]2)[c:21]2[cH:22][cH:23][cH:24][cH:25][cH:26]2)[n:4][cH:5][n:6][cH:7]1. Reactants: C1(CCCCC1)CC(=O)N=C=S (2-Cyclohexylethanoyl isothiocyanate), C1(CCCCC1)CC(=O)Cl (2-cyclohexylethanoyl chloride), COC=1C=C2C(=CC=NC2=CC1OC)OC1=CC=C(N)C=C1 (4-[(6,7-Dimethoxy-4-quinolyl)oxy]aniline), C1(=CC=CC=C1)C (toluene). Solvent: C(C)O (ethanol), C(C)O (ethanol). Reaction conditions: time 2 hour. Product: C1(CCCCC1)CC(=O)N=C=S (2-Cyclohexylethanoyl isothiocyanate), C1(CCCCC1)CC(=O)NC(=S)NC1=CC=C(C=C1)OC1=CC=NC2=CC(=C(C=C12)OC)OC (N-(2-Cyclohexylacetyl)-N′-{4-[(6,7-dimethoxy-4-quinolyl)oxy]phenyl}thiourea). Yield: 90.0%. As a reaction SMILES: C1(CC(Cl)=O)CCCCC1.[CH:11]1([CH2:17][C:18]([N:20]=[C:21]=[S:22])=[O:19])[CH2:16][CH2:15][CH2:14][CH2:13][CH2:12]1.[CH3:23][O:24][C:25]1[CH:26]=[C:27]2[C:32](=[CH:33][C:34]=1[O:35][CH3:36])[N:31]=[CH:30][CH:29]=[C:28]2[O:37][C:38]1[CH:44]=[CH:43][C:41]([NH2:42])=[CH:40][CH:39]=1.C1(C)C=CC=CC=1>C(O)C>[CH:11]1([CH2:17][C:18]([N:20]=[C:21]=[S:22])=[O:19])[CH2:16][CH2:15][CH2:14][CH2:13][CH2:12]1.[CH:11]1([CH2:17][C:18]([NH:20][C:21]([NH:42][C:41]2[CH:43]=[CH:44][C:38]([O:37][C:28]3[C:27]4[C:32](=[CH:33][C:34]([O:35][CH3:36])=[C:25]([O:24][CH3:23])[CH:26]=4)[N:31]=[CH:30][CH:29]=3)=[CH:39][CH:40]=2)=[S:22])=[O:19])[CH2:16][CH2:15][CH2:14][CH2:13][CH2:12]1. Procedure: 2-Cyclohexylethanoyl isothiocyanate was prepared using commercially available 2-cyclohexylethanoyl chloride (80 mg) as a starting compound according to the description of the literature. 2-Cyclohexylethanoyl isothiocyanate was dissolved in ethanol (1 ml) to prepare a solution. 4-[(6,7-Dimethoxy-4-quinolyl)oxy]aniline (50 mg), toluene (5 ml), and ethanol (1 ml) were added to the solution, and the mixture was stirred at room temperature for 2 hr. The reaction solution was concentrated, and the res... The reactants are O (water), ClCC(=O)OCCCCO[C@@H]1[C@H](C[C@@H]2CC[C@H]3[C@@H]4CC[C@H](C(C)=O)[C@]4(CC([C@@H]3[C@]2(C1)C)=O)C)O (2β-(4'-Chloroacetoxy-n-butoxy)-3α-hydroxy-5α-pregnane-11,20-dione), C([O-])(O)=O.[Na+] (sodium bicarbonate), Cl(=O)(=O)(=O)O (Perchloric acid). Run in CO (methanol). Run at temperature 50 celsius, time 5 hour. Yields the product OCCCCO[C@@H]1[C@H](C[C@@H]2CC[C@H]3[C@@H]4CC[C@H](C(C)=O)[C@]4(CC([C@@H]3[C@]2(C1)C)=O)C)O (2β-(4'-Hydroxy-n-butoxy)-3α-hydroxy-5α-pregnane-11,20-dion). Yield: 52.9%. RXN SMILES: ClCC([O:5][CH2:6][CH2:7][CH2:8][CH2:9][O:10][C@H:11]1[CH2:30][C@@:29]2([CH3:31])[C@@H:14]([CH2:15][CH2:16][C@@H:17]3[C@@H:28]2[C:27](=[O:32])[CH2:26][C@@:25]2([CH3:33])[C@H:18]3[CH2:19][CH2:20][C@@H:21]2[C:22](=[O:24])[CH3:23])[CH2:13][C@@H:12]1[OH:34])=O.Cl(O)(=O)(=O)=O.C(=O)(O)[O-].[Na+].O>CO>[OH:5][CH2:6][CH2:7][CH2:8][CH2:9][O:10][C@H:11]1[CH2:30][C@@:29]2([CH3:31])[C@@H:14]([CH2:15][CH2:16][C@@H:17]3[C@@H:28]2[C:27](=[O:32])[CH2:26][C@@:25]2([CH3:33])[C@H:18]3[CH2:19][CH2:20][C@@H:21]2[C:22](=[O:24])[CH3:23])[CH2:13][C@@H:12]1[OH:34] |f:2.3|. Reported procedure: 2β-(4'-Chloroacetoxy-n-butoxy)-3α-hydroxy-5α-pregnane-11,20-dione (380 mg.) was dissolved in methanol (40 ml.) and the stirred solution heated to 50°C. Perchloric acid (0.5 ml.) was added and the mixture stirred at 50°C for 5 hours. The mixture was neutralised with sodium bicarbonate solution, poured into water and extracted with ether (2 × 100 ml.). The combined extracts were washed with water (200 ml.), dried over anhydrous sodium sulphate and evaporated in vacuo to a white foam (270 mg.) whic... Starting materials: FC1=C(C=CC(=C1)C(C)C=1N=C(SC1C(=O)OCC)NC)C1=CC=C(C=C1)F (Ethyl 4-(1-(2,4'-difluoro-4-biphenylyl)ethyl)-2-methylamino-5-thiazolecarboxylate), [OH-].[K+] (potassium hydroxide). Solvent: CO (methanol), O (water). Yields the product FC1=C(C=CC(=C1)C(C)C=1N=C(SC1C(=O)O)NC)C1=CC=C(C=C1)F (4-(1-(2,4'-difluoro-4-biphenylyl-)ethyl)-2-methylamino-5-thiazolecarboxylic acid). The yield is 64.5%. RXN SMILES: [F:1][C:2]1[CH:7]=[C:6]([CH:8]([C:10]2[N:11]=[C:12]([NH:20][CH3:21])[S:13][C:14]=2[C:15]([O:17]CC)=[O:16])[CH3:9])[CH:5]=[CH:4][C:3]=1[C:22]1[CH:27]=[CH:26][C:25]([F:28])=[CH:24][CH:23]=1.[OH-].[K+]>CO.O>[F:1][C:2]1[CH:7]=[C:6]([CH:8]([C:10]2[N:11]=[C:12]([NH:20][CH3:21])[S:13][C:14]=2[C:15]([OH:17])=[O:16])[CH3:9])[CH:5]=[CH:4][C:3]=1[C:22]1[CH:23]=[CH:24][C:25]([F:28])=[CH:26][CH:27]=1 |f:1.2|. Procedure: Ethyl 4-(1-(2,4'-difluoro-4-biphenylyl)ethyl)-2-methylamino-5-thiazolecarboxylate (1.00 g, 2.48 mmole) was dissolved in methanol (20 ml). After adding a solution of potassium hydroxide (420 mg, 7.49 mmole) in water (4 ml), the mixture was heated under reflux for 5 hours. The reaction mixture was concentrated under reduced pressure, and the residue was diluted with water and washed with ether. The water layer was acidified to about pH 4 with 1chloric acid and extracted with ethyl acetate. The org...